Dataset: the Open Reaction Database (ORD), a public repository of structured organic reaction records. Task: describe an organic reaction: reactants, conditions, products, and yield Starting materials: C(C)OC(=O)C=1CN(CC1)C(=O)OC(C)(C)C (2,5-dihydro-pyrrole-1,3-dicarboxylic acid 1-tert.-butylester 3-ethyl ester), CC(C)C[AlH]CC(C)C (DIBAL-H). Run in C1CCOC1 (THF), CCCCCC (hexane). The product is C(C)(C)(C)OC(=O)N1CC(=CC1)CO (3-hydroxymethyl-2,5-dihydro-pyrrole-1-carboxylic acid tert.-butylester). Yield: 92.1%. RXN SMILES: C([O:3][C:4]([C:6]1[CH2:7][N:8]([C:11]([O:13][C:14]([CH3:17])([CH3:16])[CH3:15])=[O:12])[CH2:9][CH:10]=1)=O)C.CC(C[AlH]CC(C)C)C>C1COCC1.CCCCCC>[C:14]([O:13][C:11]([N:8]1[CH2:9][CH:10]=[C:6]([CH2:4][OH:3])[CH2:7]1)=[O:12])([CH3:17])([CH3:16])[CH3:15]. Procedure: To a solution of 5.43 g (22.5 mmol) 2,5-dihydro-pyrrole-1,3-dicarboxylic acid 1-tert.-butylester 3-ethyl ester in 50 ml THF, cooled to -78° C. was dropwise added 50 ml of a 1N DIBAL-H solution in hexane. The mixture was allowed to warm to room temperature overnight. As TLC analysis indicated complete consumption of starting material, the mixture was cooled in an ice bath and 1.90 g water were cautiously added, followed by 1.90 g 15% aqueous NaOH and 5.70 g water. The white precipitate was filter... Starting materials: NC1=NC=C(C=N1)C1=CC=C(C=C1)C1(C=CC(CC1)=O)C1=CC(=C(C=C1)OC)OC1CCCC1 (4-[4-(2-aminopyrimidin-5-yl)phenyl]-4-(3-cyclopentyloxy-4-methoxyphenyl)-2-cyclohexen-1-one). The reagents and catalysts are [Pd] (palladium on activated carbon). Solvent: C(C)(=O)OCC (ethyl acetate). Product: NC1=NC=C(C=N1)C1=CC=C(C=C1)C1(CCC(CC1)=O)C1=CC(=C(C=C1)OC)OC1CCCC1 (4-[4-(2-Aminopyrimidin-5-yl)phenyl]-4-(3-cyclopentyloxy-4-methoxyphenyl)-cyclohexanone). Yield: 87.3%. Reaction SMILES: [NH2:1][C:2]1[N:7]=[CH:6][C:5]([C:8]2[CH:13]=[CH:12][C:11]([C:14]3([C:21]4[CH:26]=[CH:25][C:24]([O:27][CH3:28])=[C:23]([O:29][CH:30]5[CH2:34][CH2:33][CH2:32][CH2:31]5)[CH:22]=4)[CH2:19][CH2:18][C:17](=[O:20])[CH:16]=[CH:15]3)=[CH:10][CH:9]=2)=[CH:4][N:3]=1>C(OCC)(=O)C.[Pd]>[NH2:1][C:2]1[N:3]=[CH:4][C:5]([C:8]2[CH:9]=[CH:10][C:11]([C:14]3([C:21]4[CH:26]=[CH:25][C:24]([O:27][CH3:28])=[C:23]([O:29][CH:30]5[CH2:31][CH2:32][CH2:33][CH2:34]5)[CH:22]=4)[CH2:15][CH2:16][C:17](=[O:20])[CH2:18][CH2:19]3)=[CH:12][CH:13]=2)=[CH:6][N:7]=1. Procedure: A slurry of 4-[4-(2-aminopyrimidin-5-yl)phenyl]-4-(3-cyclopentyloxy-4-methoxyphenyl)-2-cyclohexen-1-one (1.2 g, 2.63 mmol) in ethyl acetate (20 ml) with palladium on activated carbon (360 mg, 30% w/w) was stirred under hydrogen at atmospheric pressure for three days then filtered and the residue washed with dichloromethane. The combined organic solution was evaporated to afford the title compound as a gray solid (1.05 g, 88% crude yield). 1H-NMR (400 MHz, CDCl3): δ 8.51 (s, 2H), 7.44 (d, 2H, J=8... Starting materials: NC=1N(C=C(N1)C1=C(C=CC(=C1)OC)OC)N=CC1=CC=CC=C1 (2-amino-1-benzylideneamino-4-(2,5-dimethoxyphenyl)-imidazole), O.NN (hydrazine hydrate), O (water). Run in C(COCCO)O (diethylene glycol). Yields the product NN1C(=NC(=C1)C1=C(C=CC(=C1)OC)OC)N (1.2-Diamino-4-(2,5-dimethoxyphenyl)-imidazole). RXN SMILES: [NH2:1][C:2]1[N:3]([N:17]=CC2C=CC=CC=2)[CH:4]=[C:5]([C:7]2[CH:12]=[C:11]([O:13][CH3:14])[CH:10]=[CH:9][C:8]=2[O:15][CH3:16])[N:6]=1.O.NN.O>C(O)COCCO>[NH2:17][N:3]1[CH:4]=[C:5]([C:7]2[CH:12]=[C:11]([O:13][CH3:14])[CH:10]=[CH:9][C:8]=2[O:15][CH3:16])[N:6]=[C:2]1[NH2:1] |f:1.2|. Reported procedure: A solution of 26.1 g of 2-amino-1-benzylideneamino-4-(2,5-dimethoxyphenyl)-imidazole and 16.2 ml of hydrazine hydrate in 80 ml of diethylene glycol is stirred at 170° C. for 6 hours. After cooling, 400 ml of water are added to the reaction mixture. The product that has separated out is filtered off with suction, washed with water and recrystallized from 150 ml of ethanol. In that manner there is obtained the title compound, m.p. 159°-160° C., 1H-NMR (DMSO): δ=7.47 (d, 1H); 7.07 (s, 1H); 6.87 (d,... The reactants are CCN(C(C)C)C(C)C, COc1ccc(N2CCOCC2)c2sc(-c3nc4c([nH]3)CCNCC4)nc12, Cc1cc(C(=O)Cl)ccn1, Cl, Cl, C1CCOC1. RXN SMILES: [CH2:29]([N:30]([CH:31]([CH3:32])[CH3:33])[CH:34]([CH3:35])[CH3:36])[CH3:37].[CH3:2][O:3][c:4]1[cH:5][cH:6][c:7]([N:23]2[CH2:24][CH2:25][O:26][CH2:27][CH2:28]2)[c:8]2[c:9]1[n:10][c:11](-[c:13]1[n:14][c:15]3[c:16]([nH:22]1)[CH2:17][CH2:18][NH:19][CH2:20][CH2:21]3)[s:12]2.[CH3:39][c:40]1[cH:41][c:42]([C:43](=[O:44])[Cl:45])[cH:46][cH:47][n:48]1.[ClH:1].[ClH:38].[O:49]1[CH2:50][CH2:51][CH2:52][CH2:53]1>>[CH3:2][O:3][c:4]1[cH:5][cH:6][c:7]([N:23]2[CH2:24][CH2:25][O:26][CH2:27][CH2:28]2)[c:8]2[c:9]1[n:10][c:11](-[c:13]1[n:14][c:15]3[c:16]([nH:22]1)[CH2:17][CH2:18][N:19]([C:43]([c:42]1[cH:41][c:40]([CH3:39])[n:48][cH:47][cH:46]1)=[O:44])[CH2:20][CH2:21]3)[s:12]2. The product is COc1ccc(N2CCOCC2)c2sc(-c3nc4c([nH]3)CCN(C(=O)c3ccnc(C)c3)CC4)nc12. The reactants are O=C=Nc1c(F)cc(Br)cc1F, NNC(=O)CC1CCN(C(=O)C2CC2)C1, ClCCl. Yields the product O=C(CC1CCN(C(=O)C2CC2)C1)NNC(=O)Nc1c(F)cc(Br)cc1F. As a reaction SMILES: [Br:1][c:2]1[cH:3][c:4]([F:12])[c:5]([N:9]=[C:10]=[O:11])[c:6]([F:8])[cH:7]1.[CH:13]1([C:16](=[O:17])[N:18]2[CH2:19][CH:20]([CH2:23][C:24](=[O:25])[NH:26][NH2:27])[CH2:21][CH2:22]2)[CH2:14][CH2:15]1.[Cl:28][CH2:29][Cl:30]>>[Br:1][c:2]1[cH:3][c:4]([F:12])[c:5]([NH:9][C:10](=[O:11])[NH:27][NH:26][C:24]([CH2:23][CH:20]2[CH2:19][N:18]([C:16]([CH:13]3[CH2:14][CH2:15]3)=[O:17])[CH2:22][CH2:21]2)=[O:25])[c:6]([F:8])[cH:7]1. The reactants are N1=CC=CC=C1 (pyridine), CN(CCN)C (N,N-dimethylethylenediamine), CC(=CCBr)CCC=C(CCC=C(CCC=C(C)C)C)C (3,7,11,15-tetramethyl-2,6,10,14-hexadecatetraenyl bromide). Run in ice water, O1CCOCC1 (dioxane). Yields the product CC(=CCNCCN(C)C)CCC=C(CCC=C(CCC=C(C)C)C)C (N-(3,7,11,15-Tetramethyl-2,6,10,14-hexadecatetraenyl)-N',N'-dimethylethylenediamine). Yield: 33.4%. Reaction SMILES: [CH3:1][N:2]([CH3:6])[CH2:3][CH2:4][NH2:5].N1C=CC=CC=1.[CH3:13][C:14]([CH2:18][CH2:19][CH:20]=[C:21]([CH3:33])[CH2:22][CH2:23][CH:24]=[C:25]([CH3:32])[CH2:26][CH2:27][CH:28]=[C:29]([CH3:31])[CH3:30])=[CH:15][CH2:16]Br>O1CCOCC1>[CH3:13][C:14]([CH2:18][CH2:19][CH:20]=[C:21]([CH3:33])[CH2:22][CH2:23][CH:24]=[C:25]([CH3:32])[CH2:26][CH2:27][CH:28]=[C:29]([CH3:31])[CH3:30])=[CH:15][CH2:16][NH:5][CH2:4][CH2:3][N:2]([CH3:6])[CH3:1]. Procedure details: 4.4 g of N,N-dimethylethylenediamine was dissolved in 40 ml of dioxane. 5 ml of pyridine was added to the solution. 17.6 g of 3,7,11,15-tetramethyl-2,6,10,14-hexadecatetraenyl bromide was added thereto and the mixture was heated under reflux for 2 h and poured in ice-water. After extraction with n-hexane followed by washing with water and concentration, the resulting reaction mixture was treated by alumina column chromatography to obtain 6 g (33%) of the title compound as a colorless oil. As a reaction SMILES: [CH3:1][C:2]1([C:7]2[O:11][C:10]([CH2:12][N:13]3[CH:17]=[C:16]([NH2:18])[CH:15]=[N:14]3)=[CH:9][CH:8]=2)[O:6]CCO1.[CH3:19][O:20][C:21]1[CH:26]=[CH:25][C:24]([C:27]2[O:31][CH:30]=[N:29][C:28]=2[C:32](O)=[O:33])=[CH:23][CH:22]=1>>[C:2]([C:7]1[O:11][C:10]([CH2:12][N:13]2[CH:17]=[C:16]([NH:18][C:32]([C:28]3[N:29]=[CH:30][O:31][C:27]=3[C:24]3[CH:25]=[CH:26][C:21]([O:20][CH3:19])=[CH:22][CH:23]=3)=[O:33])[CH:15]=[N:14]2)=[CH:9][CH:8]=1)(=[O:6])[CH3:1]. Yields the product C(C)(=O)C1=CC=C(O1)CN1N=CC(=C1)NC(=O)C=1N=COC1C1=CC=C(C=C1)OC (5-(4-Methoxy-phenyl)-oxazole-4-carboxylic acid [1-(5-acetyl-furan-2-ylmethyl)-1H-pyrazol-4-yl]-amide). Reactants: CC1(OCCO1)C1=CC=C(O1)CN1N=CC(=C1)N (1-[5-(2-methyl-[1,3]dioxolan-2-yl)-furan-2-ylmethyl]-1H-pyrazol-4-ylamine), COC1=CC=C(C=C1)C1=C(N=CO1)C(=O)O (5-(4-methoxy-phenyl)-oxazole-4-carboxylic acid). Procedure: Following general procedure B followed by either C or D, starting from 1-[5-(2-methyl-[1,3]dioxolan-2-yl)-furan-2-ylmethyl]-1H-pyrazol-4-ylamine and 5-(4-methoxy-phenyl)-oxazole-4-carboxylic acid.